This data is from the Open Reaction Database (ORD), a public repository of structured organic reaction records. The task is: describe an organic reaction: reactants, conditions, products, and yield Reactants: FC1=C(C=CC=C1F)O (2,3-difluorophenol), ClCC=1N(C=CN1)C(C1=CC=CC=C1)(C1=CC=CC=C1)C1=CC=CC=C1 (2-chloromethyl-1-trityl-1H-imidazole), C([O-])([O-])=O.[K+].[K+] (potassium carbonate). Run in CN(C=O)C.CN(C)C=O (dimethylformamide DMF), CCOC(=O)C (EtOAc). Conditions: temperature 80 celsius, time 8 hour. Yields the product FC1=C(OCC=2N(C=CN2)C(C2=CC=CC=C2)(C2=CC=CC=C2)C2=CC=CC=C2)C=CC=C1F (2-(2,3-difluoro-phenoxymethyl)-1-trityl-1H-imidazole). Isolated yield 95.2%. As a reaction SMILES: [F:1][C:2]1[C:7]([F:8])=[CH:6][CH:5]=[CH:4][C:3]=1[OH:9].Cl[CH2:11][C:12]1[N:13]([C:17]([C:30]2[CH:35]=[CH:34][CH:33]=[CH:32][CH:31]=2)([C:24]2[CH:29]=[CH:28][CH:27]=[CH:26][CH:25]=2)[C:18]2[CH:23]=[CH:22][CH:21]=[CH:20][CH:19]=2)[CH:14]=[CH:15][N:16]=1.C(=O)([O-])[O-].[K+].[K+]>CN(C)C=O.CN(C=O)C.CCOC(C)=O>[F:1][C:2]1[C:7]([F:8])=[CH:6][CH:5]=[CH:4][C:3]=1[O:9][CH2:11][C:12]1[N:13]([C:17]([C:18]2[CH:23]=[CH:22][CH:21]=[CH:20][CH:19]=2)([C:24]2[CH:25]=[CH:26][CH:27]=[CH:28][CH:29]=2)[C:30]2[CH:35]=[CH:34][CH:33]=[CH:32][CH:31]=2)[CH:14]=[CH:15][N:16]=1 |f:2.3.4,5.6|. Procedure details: To a stirred solution of 2,3-difluorophenol (109 mg) at room temperature in dimethylformamide DMF (5 ml) under an argon atmosphere were added 2-chloromethyl-1-trityl-1H-imidazole (200 mg) and potassium carbonate (193 mg). The mixture was heated to 80° C. and stirring was continued overnight. The brown suspension was cooled to room temperature, diluted with EtOAc and washed with 1 N NaOH. The aqueous phase was back extracted with EtOAc. The combined organics were washed with H2O and brine, dried ... Starting materials: [H][H] (hydrogen), C1(C(CC(C=C1)C(=O)OC)C(=O)OC)C(=O)OC (trimethyl cyclohex-5-ene-1,2,4-tricarboxylate). The reagents and catalysts are [Pd] (palladium on carbon). Solvent: C(Cl)Cl (methylene chloride). Yields the product C1(C(CC(CC1)C(=O)OC)C(=O)OC)C(=O)OC (trimethyl cyclohexane-1,2,4-tricarboxylate), gel. Yield: 84.2%. As a reaction SMILES: [CH:1]1([C:15]([O:17][CH3:18])=[O:16])[CH:6]=[CH:5][CH:4]([C:7]([O:9][CH3:10])=[O:8])[CH2:3][CH:2]1[C:11]([O:13][CH3:14])=[O:12].[H][H]>C(Cl)Cl.[Pd]>[CH:1]1([C:15]([O:17][CH3:18])=[O:16])[CH2:6][CH2:5][CH:4]([C:7]([O:9][CH3:10])=[O:8])[CH2:3][CH:2]1[C:11]([O:13][CH3:14])=[O:12]. Procedure: A solution of trimethyl cyclohex-5-ene-1,2,4-tricarboxylate (0.50 g, 1.9 mmol) in methylene chloride (15 ml) containing a catalytic amount of palladium on carbon (150 mg, 5 percent Pd/C, 7.5 mg Pd, 4 mole percent) is stirred at room temperature under balloon pressure of hydrogen gas for 2 hours, at which point GC-MS analysis shows complete conversion. Filtration and removal of the solvent provides trimethyl cyclohexane-1,2,4-tricarboxylate as a clear, colorless gel (0.42 g, 1.6 mmol, 85 percent ...